From a dataset of the Open Reaction Database (ORD), a public repository of structured organic reaction records. describe an organic reaction: reactants, conditions, products, and yield The reactants are CC(c1ccc(Br)cc1)N1CCC(CCCO)(c2ccc(F)cc2)OC1=O, Cc1nccc(Br)n1. Yields the product Cc1nccc(-c2ccc(C(C)N3CCC(CCCO)(c4ccc(F)cc4)OC3=O)cc2)n1. RXN SMILES: [Br:1][c:2]1[cH:3][cH:4][c:5]([CH:8]([CH3:9])[N:10]2[C:11](=[O:27])[O:12][C:13]([CH2:16][CH2:17][CH2:18][OH:19])([c:20]3[cH:21][cH:22][c:23]([F:26])[cH:24][cH:25]3)[CH2:14][CH2:15]2)[cH:6][cH:7]1.[Br:28][c:29]1[n:30][c:31]([CH3:35])[n:32][cH:33][cH:34]1>>[c:2]1(-[c:29]2[n:30][c:31]([CH3:35])[n:32][cH:33][cH:34]2)[cH:3][cH:4][c:5]([CH:8]([CH3:9])[N:10]2[C:11](=[O:27])[O:12][C:13]([CH2:16][CH2:17][CH2:18][OH:19])([c:20]3[cH:21][cH:22][c:23]([F:26])[cH:24][cH:25]3)[CH2:14][CH2:15]2)[cH:6][cH:7]1. Reactants: [Si](C)(C)(C(C)(C)C)O[C@@H]1C=2C(=C(C(=NC2CC(C1)(C)C)C(C)C)C=O)I ((S)-5-(tert-butyldimethylsilyloxy)-4-iodo-2-isopropyl-7,7-dimethyl-5,6,7,8-tetrahydroquinoline-3-carbaldehyde), FC(C)(F)C1=CC=C(C=C1)I (1-(1,1-difluoroethyl)-4-iodobenzene). The product is [Si](C)(C)(C(C)(C)C)O[C@@H]1C=2C(=C(C(=NC2CC(C1)(C)C)C(C)C)[C@@H](O)C1=CC=C(C=C1)C(C)(F)F)I ((S)—((S)-5-(tert-butyldimethylsilyloxy)-4-iodo-2-isopropyl-7,7-dimethyl-5,6,7,8-tetrahydroquinolin-3-yl)(4-(1,1-difluoroethyl)phenyl)methanol). Reaction SMILES: [Si:1]([O:8][C@H:9]1[CH2:18][C:17]([CH3:20])([CH3:19])[CH2:16][C:15]2[N:14]=[C:13]([CH:21]([CH3:23])[CH3:22])[C:12]([CH:24]=[O:25])=[C:11]([I:26])[C:10]1=2)([C:4]([CH3:7])([CH3:6])[CH3:5])([CH3:3])[CH3:2].[F:27][C:28]([C:31]1[CH:36]=[CH:35][C:34](I)=[CH:33][CH:32]=1)([F:30])[CH3:29]>>[Si:1]([O:8][C@H:9]1[CH2:18][C:17]([CH3:19])([CH3:20])[CH2:16][C:15]2[N:14]=[C:13]([CH:21]([CH3:22])[CH3:23])[C:12]([C@H:24]([C:34]3[CH:35]=[CH:36][C:31]([C:28]([F:30])([F:27])[CH3:29])=[CH:32][CH:33]=3)[OH:25])=[C:11]([I:26])[C:10]1=2)([C:4]([CH3:5])([CH3:6])[CH3:7])([CH3:3])[CH3:2]. Reported procedure: Obtained by starting from (S)-5-(tert-butyldimethylsilyloxy)-4-iodo-2-isopropyl-7,7-dimethyl-5,6,7,8-tetrahydroquinoline-3-carbaldehyde and 1-(1,1-difluoroethyl)-4-iodobenzene. Reactants: C1NCCC2=CC=C(C=C12)C#N (1,2,3,4-tetrahydroisoquinoline-7-carbonitrile), C(C)=O (acetaldehyde), C(C)(=O)O (acetic acid), C(#N)[BH3-].[Na+] (Sodium cyanoborohydride). Solvent: CO (MeOH), C(Cl)Cl (DCM), O (water). Reaction conditions: time 1 hour. The product is C(C)N1CC2=CC(=CC=C2CC1)C#N (2-ethyl-1,2,3,4-tetrahydroisoquinoline-7-carbonitrile). RXN SMILES: [CH2:1]1[C:10]2[C:5](=[CH:6][CH:7]=[C:8]([C:11]#[N:12])[CH:9]=2)[CH2:4][CH2:3][NH:2]1.[CH:13](=O)[CH3:14].C(O)(=O)C.C([BH3-])#N.[Na+]>CO.C(Cl)Cl.O>[CH2:13]([N:2]1[CH2:3][CH2:4][C:5]2[C:10](=[CH:9][C:8]([C:11]#[N:12])=[CH:7][CH:6]=2)[CH2:1]1)[CH3:14] |f:3.4|. Procedure details: To a solution of 1,2,3,4-tetrahydroisoquinoline-7-carbonitrile (ABCR; 500 mg; 3.16 mmol) in MeOH (5 mL) at 0° C. was added acetaldehyde (0.51 mL, 8.91 mmol) and acetic acid (5 μL) and the resulting mixture was stirred for 1 hour. Sodium cyanoborohydride (218 mg; 3.47 mmol) was added and the mixture was stirred for 5 hours and diluted with DCM (100 mL) and water (20 mL). The aqueous layer was extracted with DCM (3×20 mL), the combined organics were dried (MgSO4) and the solvent was removed in vac... Reactants: CNC(=O)N(C(=O)NC)C (1,3,5-trimethyl-biuret), C=O (paraformaldehyde), Cl (hydrochloric acid). Product: O=C1N(CN(C(N1C)=O)C)C (2,4-Dioxo-hexahydro-1,3,5-trimethyl-s-triazine). As a reaction SMILES: [CH3:1][NH:2][C:3]([N:5]([CH3:10])[C:6]([NH:8][CH3:9])=[O:7])=[O:4].[CH2:11]=O.Cl>>[O:7]=[C:6]1[N:5]([CH3:10])[C:3](=[O:4])[N:2]([CH3:11])[CH2:1][N:8]1[CH3:9]. Procedure: 145 g (1 mol) of 1,3,5-trimethyl-biuret and 30 g of paraformaldehyde are heated together with 5 ml of concentrated hydrochloric acid to 70° C for 5 hours. The liquid contents of the flask are then poured onto a dry metal sheet and, after solidification, recrystallised from cyclohexane. This gives 154 g (98%) of 2,4-dioxo-hexahydro-1,3,5-trimethyl-s-triazine of melting point 88° C to 90° C. Reactants: N(N)C=1N=NC(=CN1)C=1C=C(C=CC1)C(F)(F)F (3-hydrazino-6-(α,α,α-trifluoro-m-tolyl)-1,2,4-triazine), C(OCC)([O-])[O-] (ethyl orthoformate). Run in CCCCCC (hexane). Product: FC(C1=CC(=CC=C1)C=1C=NC=2N(N1)C=NN2)(F)F (6-(α,α,α-Trifluoro-m-tolyl)-1,2,4-triazolo[4,3-b]-1,2,4-triazine). As a reaction SMILES: [NH:1]([C:3]1[N:4]=[N:5][C:6]([C:9]2[CH:10]=[C:11]([C:15]([F:18])([F:17])[F:16])[CH:12]=[CH:13][CH:14]=2)=[CH:7][N:8]=1)[NH2:2].[CH:19]([O-])([O-])OCC>CCCCCC>[F:16][C:15]([F:18])([F:17])[C:11]1[CH:12]=[CH:13][CH:14]=[C:9]([C:6]2[CH:7]=[N:8][C:3]3[N:4]([CH:19]=[N:2][N:1]=3)[N:5]=2)[CH:10]=1. Procedure details: A mixture of one gram of 3-hydrazino-6-(α,α,α-trifluoro-m-tolyl)-1,2,4-triazine and 15 ml. of ethyl orthoformate is refluxed for 4 hours, cooled and poured into hexane. The solid is collected by filtration and washed with ethanol giving the desired product, m.p. 229°-232° C. The reactants are CC(C)(C)[Si](C)(C)Cl, CC1CN(C(c2ccccc2)c2cccc(O)c2)C(C)CN1, CN(C)C=O, CCO, ClCCl, O, c1c[nH]cn1. Yields the product CC1CN(C(c2ccccc2)c2cccc(O[Si](C)(C)C(C)(C)C)c2)C(C)CN1. RXN SMILES: [C:23]([CH3:24])([CH3:25])([CH3:26])[Si:27]([CH3:28])([CH3:29])[Cl:30].[CH3:1][CH:2]1[N:3]([CH:9]([c:10]2[cH:11][cH:12][cH:13][cH:14][cH:15]2)[c:16]2[cH:17][c:18]([OH:22])[cH:19][cH:20][cH:21]2)[CH2:4][CH:5]([CH3:8])[NH:6][CH2:7]1.[CH3:37][N:38]([CH3:39])[CH:40]=[O:41].[CH3:42][CH2:43][OH:44].[Cl:45][CH2:46][Cl:47].[OH2:36].[nH:31]1[cH:32][cH:33][n:34][cH:35]1>>[CH3:1][CH:2]1[N:3]([CH:9]([c:10]2[cH:11][cH:12][cH:13][cH:14][cH:15]2)[c:16]2[cH:17][c:18]([O:22][Si:27]([C:23]([CH3:24])([CH3:25])[CH3:26])([CH3:28])[CH3:29])[cH:19][cH:20][cH:21]2)[CH2:4][CH:5]([CH3:8])[NH:6][CH2:7]1. Reactants: ClC=1C=C2C(=CNC2=CC1)C1CCN(CC1)C (5-chloro-3-(1-methyl-4-piperidinyl)-1H-indole), FC1=CC=C(C(=O)Cl)C=C1 (4-fluorobenzoyl chloride). Yields the product ClC=1C=C2C(=CN(C2=CC1)C(C1=CC=C(C=C1)F)=O)C1CCN(CC1)C (5-Chloro-1-(4-fluorobenzoyl)-3-(1-methyl-4-piperidinyl)indole). As a reaction SMILES: [Cl:1][C:2]1[CH:3]=[C:4]2[C:8](=[CH:9][CH:10]=1)[NH:7][CH:6]=[C:5]2[CH:11]1[CH2:16][CH2:15][N:14]([CH3:17])[CH2:13][CH2:12]1.[F:18][C:19]1[CH:27]=[CH:26][C:22]([C:23](Cl)=[O:24])=[CH:21][CH:20]=1>>[Cl:1][C:2]1[CH:3]=[C:4]2[C:8](=[CH:9][CH:10]=1)[N:7]([C:23](=[O:24])[C:22]1[CH:26]=[CH:27][C:19]([F:18])=[CH:20][CH:21]=1)[CH:6]=[C:5]2[CH:11]1[CH2:16][CH2:15][N:14]([CH3:17])[CH2:13][CH2:12]1. Reported procedure: (22.5 mg, 61%); from 5-chloro-3-(1-methyl-4-piperidinyl)-1H-indole (Example 5e, 25 mg, 0.10 mmol) and 4-fluorobenzoyl chloride (23.8 mg, 0.15 mmol), HRMS-FAB+ for C21H20N2OClF, calculated MH+ : 371.13263; found: 371.13063. Reactants: O=C1N(CCC=C1)C(=O)OC(C)(C)C (tert-butyl 2-oxo-5,6-dihydropyridine-1(2H)-carboxylate), C[N+](=O)[O-] (CH3NO2), C1CCC2=NCCCN2CC1 (DBU). Conditions: time 8 hour. The product is [N+](=O)([O-])CC1CC(N(CC1)C(=O)OC(C)(C)C)=O (tert-butyl 4-(nitromethyl)-2-oxopiperidine-1-carboxylate). The yield is 21.1%. Reaction SMILES: [O:1]=[C:2]1[CH:7]=[CH:6][CH2:5][CH2:4][N:3]1[C:8]([O:10][C:11]([CH3:14])([CH3:13])[CH3:12])=[O:9].[CH3:15][N+:16]([O-:18])=[O:17].C1CCN2C(=NCCC2)CC1>>[N+:16]([CH2:15][CH:6]1[CH2:5][CH2:4][N:3]([C:8]([O:10][C:11]([CH3:14])([CH3:13])[CH3:12])=[O:9])[C:2](=[O:1])[CH2:7]1)([O-:18])=[O:17]. Procedure: A solution of tert-butyl 2-oxo-5,6-dihydropyridine-1(2H)-carboxylate (2.1 g, 11 mmol) in CH3NO2 (22.7 g, 372 mmol) under N2 was added DBU (2.52 g, 16.5 mmol). The mixture was stirred at room temperature overnight and then condensed and purified by flash chromatography to give compound tert-butyl 4-(nitromethyl)-2-oxopiperidine-1-carboxylate (0.6 g, 22%) as a white solid.